This data is from the Open Reaction Database (ORD), a public repository of structured organic reaction records. The task is: describe an organic reaction: reactants, conditions, products, and yield The reactants are C(C=C)(=O)OCCCCCCC (Heptyl acrylate), CO (methanol), [N+](=O)([O-])C(C)[N+](=O)[O-] (Dinitroethane), [OH-].[K+] (potassium hydroxide). Solvent: O (water), O (water). Run at time 3 hour. Yields the product [N+](=O)([O-])C(CCC(=O)OCCCCCCC)(C)[N+](=O)[O-] (heptyl 4,4-dinitropentanoate). The yield is 82.7%. RXN SMILES: [N+:1]([CH:4]([N+:6]([O-:8])=[O:7])[CH3:5])([O-:3])=[O:2].[OH-].[K+].[C:11]([O:15][CH2:16][CH2:17][CH2:18][CH2:19][CH2:20][CH2:21][CH3:22])(=[O:14])[CH:12]=[CH2:13].CO>O>[N+:1]([C:4]([N+:6]([O-:8])=[O:7])([CH3:5])[CH2:13][CH2:12][C:11]([O:15][CH2:16][CH2:17][CH2:18][CH2:19][CH2:20][CH2:21][CH3:22])=[O:14])([O-:3])=[O:2] |f:1.2|. Reported procedure: Dinitroethane (2.4 g, 0.02 mol) and potassium hydroxide (1.2 g, 0.22 mol) were dissolved in 50 mL of water to form a first solution. 50 mL of water was added to the first solution to dissolve a salt remaining in the first solution to form a second solution. Heptyl acrylate (9.5 mL, 0.05 mol) was mixed with 50 mL of methanol, and then the mixture was slowly added to the second solution to form a third solution. The third solution was stirred at room temperature for 3 hours. The reaction product w... The reactants are CN(C)C=O, O=C(c1n[nH]c2c1C=CC(c1ccccc1)(c1ccccc1)C2)C1CC1, C[Si](C)(C)CCOCCl, [H-], [Na+], O. Product: C[Si](C)(C)CCOCn1nc(C(=O)C2CC2)c2c1CC(c1ccccc1)(c1ccccc1)C=C2. Reaction SMILES: [CH3:39][N:40]([CH3:41])[CH:42]=[O:43].[CH:1]1([C:4](=[O:5])[c:6]2[n:7][nH:8][c:9]3[c:14]2[CH:13]=[CH:12][C:11]([c:15]2[cH:16][cH:17][cH:18][cH:19][cH:20]2)([c:21]2[cH:22][cH:23][cH:24][cH:25][cH:26]2)[CH2:10]3)[CH2:2][CH2:3]1.[Cl:29][CH2:30][O:31][CH2:32][CH2:33][Si:34]([CH3:35])([CH3:36])[CH3:37].[H-:27].[Na+:28].[OH2:38]>>[CH:1]1([C:4](=[O:5])[c:6]2[n:7][n:8]([CH2:30][O:31][CH2:32][CH2:33][Si:34]([CH3:35])([CH3:36])[CH3:37])[c:9]3[c:14]2[CH:13]=[CH:12][C:11]([c:15]2[cH:16][cH:17][cH:18][cH:19][cH:20]2)([c:21]2[cH:22][cH:23][cH:24][cH:25][cH:26]2)[CH2:10]3)[CH2:2][CH2:3]1. Starting materials: Cc1c(C(=O)CCC(=O)O)cccc1[N+](=O)[O-], [NH4+], O=S(=O)([O-])[O-], [OH-]. The product is Cc1c(N)cccc1C(=O)CCC(=O)O. As a reaction SMILES: [CH3:1][c:2]1[c:3]([C:4](=[O:5])[CH2:6][CH2:7][C:8](=[O:9])[OH:10])[cH:11][cH:12][cH:13][c:14]1[N+:15]([O-:16])=[O:17].[NH4+:23].[O-:18][S:19](=[O:20])(=[O:21])[O-:22].[OH-:24]>>[CH3:1][c:2]1[c:3]([C:4](=[O:5])[CH2:6][CH2:7][C:8](=[O:9])[OH:10])[cH:11][cH:12][cH:13][c:14]1[NH2:15]. Reactants: ClC1=CC=C(C=C1)C1=C(C=NN1COCC[Si](C)(C)C)C1=CC=NC=C1 (5-(4-chlorophenyl)-4-(pyridin-4-yl)-1-(2-trimethylsilylethoxy)methylpyrazole), BrC1=NNC(=C1C1=CC=NC=C1)C1=CC=C(C=C1)F (3-bromo-5-(4-fluorophenyl)-4-(pyridin-4-yl)pyrazole), C1CCN2CCC(C[C@H]12)=O ((S)-1,2,3,5,6,7,8,8a-octahydroindolizin-7-one). Yields the product ClC1=CC=C(C=C1)C1=C(C(=NN1)C1=CCN2CCC[C@H]2C1)C1=CC=NC=C1 ((S)-5-(4-Chlorophenyl)-3-(1,2,3,5,8,8a-hexahydroindolizin-7-yl)-4-(pyridin-4-yl)pyrazole). Yield: 4.0%. Reaction SMILES: [Cl:1][C:2]1[CH:7]=[CH:6][C:5]([C:8]2[N:12](COCC[Si](C)(C)C)[N:11]=[CH:10][C:9]=2[C:21]2[CH:26]=[CH:25][N:24]=[CH:23][CH:22]=2)=[CH:4][CH:3]=1.BrC1C(C2C=CN=CC=2)=C(C2C=CC(F)=CC=2)NN=1.[CH2:46]1[C@@H:54]2[N:49]([CH2:50][CH2:51][C:52](=O)[CH2:53]2)[CH2:48][CH2:47]1>>[Cl:1][C:2]1[CH:3]=[CH:4][C:5]([C:8]2[NH:12][N:11]=[C:10]([C:52]3[CH2:53][C@H:54]4[N:49]([CH2:48][CH2:47][CH2:46]4)[CH2:50][CH:51]=3)[C:9]=2[C:21]2[CH:26]=[CH:25][N:24]=[CH:23][CH:22]=2)=[CH:6][CH:7]=1. Reported procedure: Following a procedure similar to that described in Example 2-2), but using 5-(4-chlorophenyl)-4-(pyridin-4-yl)-1-(2-trimethylsilylethoxy)methylpyrazole prepared as described in 1) instead of 3-bromo-5-(4-fluorophenyl)-4-(pyridin-4-yl)pyrazole, and using (S)-1,2,3,5,6,7,8,8a-octahydroindolizin-7-one instead of (±)-1,2,3,5,6,7,8,8a-octahydroindolizin-7-one, the resulting product was subjected to a dehydration reaction as described in Example 3 and then treated by column chromatography through sili... Procedure details: The title compound was prepared in a yield of 55% in a similar manner to that described in Example 2 by reacting 3-oxo-4-azaandrost-5-ene-17β-carboxylic acid and 1,1-diphenylethylamine. Yield: 55.0%. Product: C1(=CC=CC=C1)C(C)(C1=CC=CC=C1)NC(=O)[C@@H]1[C@]2(C)[C@@H](CC1)[C@@H]1CC=C3NC(CC[C@]3(C)[C@H]1CC2)=O (N-(1,1-Diphenylethyl)-3-oxo-4-azaandrost-5-ene-17β-carboxamide). Starting materials: O=C1NC2=CC[C@H]3[C@@H]4CC[C@@H]([C@@]4(C)CC[C@@H]3[C@]2(CC1)C)C(=O)O (3-oxo-4-azaandrost-5-ene-17β-carboxylic acid), C1(=CC=CC=C1)C(C)(C1=CC=CC=C1)N (1,1-diphenylethylamine). As a reaction SMILES: [O:1]=[C:2]1[CH2:19][CH2:18][C@@:17]2([CH3:20])[C:4](=[CH:5][CH2:6][C@@H:7]3[C@@H:16]2[CH2:15][CH2:14][C@@:12]2([CH3:13])[C@H:8]3[CH2:9][CH2:10][C@@H:11]2[C:21]([OH:23])=O)[NH:3]1.[C:24]1([C:30]([NH2:38])([C:32]2[CH:37]=[CH:36][CH:35]=[CH:34][CH:33]=2)[CH3:31])[CH:29]=[CH:28][CH:27]=[CH:26][CH:25]=1>>[C:24]1([C:30]([NH:38][C:21]([C@H:11]2[CH2:10][CH2:9][C@H:8]3[C@H:7]4[C@H:16]([CH2:15][CH2:14][C@:12]23[CH3:13])[C@:17]2([CH3:20])[C:4]([NH:3][C:2](=[O:1])[CH2:19][CH2:18]2)=[CH:5][CH2:6]4)=[O:23])([C:32]2[CH:33]=[CH:34][CH:35]=[CH:36][CH:37]=2)[CH3:31])[CH:29]=[CH:28][CH:27]=[CH:26][CH:25]=1. Reactants: Br.C(C=C)N1CCC2=C(CC1)C=C(C(=C2)O)O (3-allyl-7,8-dihydroxy-2,3,4,5-tetrahydro-1H-3-benzazepine hydrobromide), ClC=1C(C(=C(C(C1Cl)=O)C#N)C#N)=O (2,3-dichloro-5,6-dicyano-1,4-benzoquinone), C1(=CC=CC=C1)S (thiophenol). Product: Br.C(C=C)N1CCC2=C(CC1)C=C(C(=C2SC2=CC=CC=C2)O)O (3-allyl-7,8-dihydroxy-6-phenylthio-2,3,4,5-tetrahydro-1H-3-benzazepine hydrobromide). RXN SMILES: [BrH:1].[CH2:2]([N:5]1[CH2:11][CH2:10][C:9]2[CH:12]=[C:13]([OH:17])[C:14]([OH:16])=[CH:15][C:8]=2[CH2:7][CH2:6]1)[CH:3]=[CH2:4].ClC1C(=O)C(C#N)=C(C#N)C(=O)C=1Cl.[C:32]1([SH:38])[CH:37]=[CH:36][CH:35]=[CH:34][CH:33]=1>>[BrH:1].[CH2:2]([N:5]1[CH2:11][CH2:10][C:9]2[CH:12]=[C:13]([OH:17])[C:14]([OH:16])=[C:15]([S:38][C:32]3[CH:37]=[CH:36][CH:35]=[CH:34][CH:33]=3)[C:8]=2[CH2:7][CH2:6]1)[CH:3]=[CH2:4] |f:0.1,4.5|. Reported procedure: Following the procedures outlined in Example 2 the 3-allyl-7,8-dihydroxy-2,3,4,5-tetrahydro-1H-3-benzazepine hydrobromide was treated with 2,3-dichloro-5,6-dicyano-1,4-benzoquinone to give the 7,8-dione which was then reacted with, for example, thiophenol to obtain the corresponding 3-allyl-7,8-dihydroxy-6-phenylthio-2,3,4,5-tetrahydro-1H-3-benzazepine hydrobromide, m.p. 103°-123° C. Starting materials: CC(C)(C)OC(=O)N1CCN(c2c(Cl)cccc2[N+](=O)[O-])CC1, CC(C)(C)OC(=O)N1CCc2c(c(-c3ccc(C(F)(F)F)cc3)nn2CCC=O)C1, CC(=O)O, ClCCl, [Na+], O=C([O-])O, O=C(O)C(F)(F)F. Product: CC(C)(C)OC(=O)N1CCc2c(c(-c3ccc(C(F)(F)F)cc3)nn2CCCN2CCN(c3c(Cl)cccc3[N+](=O)[O-])CC2)C1. As a reaction SMILES: [C:1]([O:2][C:6](=[O:3])[N:8]1[CH2:9][CH2:10][N:11]([c:14]2[c:15]([Cl:23])[cH:16][cH:17][cH:18][c:19]2[N+:20](=[O:21])[O-:22])[CH2:12][CH2:13]1)([CH3:4])([CH3:5])[CH3:7].[C:31]([CH3:32])([CH3:33])([CH3:34])[O:35][C:36](=[O:37])[N:38]1[CH2:39][c:40]2[c:41]([n:44]([CH2:57][CH2:58][CH:59]=[O:60])[n:45][c:46]2-[c:47]2[cH:48][cH:49][c:50]([C:53]([F:54])([F:55])[F:56])[cH:51][cH:52]2)[CH2:42][CH2:43]1.[CH3:61][C:62](=[O:63])[OH:64].[Cl:70][CH2:71][Cl:72].[Na+:69].[O-:65][C:66]([OH:67])=[O:68].[OH:24][C:25]([C:26]([F:27])([F:28])[F:29])=[O:30]>>[CH2:6]([N:8]1[CH2:9][CH2:10][N:11]([c:14]2[c:15]([Cl:23])[cH:16][cH:17][cH:18][c:19]2[N+:20](=[O:21])[O-:22])[CH2:12][CH2:13]1)[CH2:58][CH2:57][n:44]1[c:41]2[c:40]([c:46](-[c:47]3[cH:48][cH:49][c:50]([C:53]([F:54])([F:55])[F:56])[cH:51][cH:52]3)[n:45]1)[CH2:39][N:38]([C:36]([O:35][C:31]([CH3:32])([CH3:33])[CH3:34])=[O:37])[CH2:43][CH2:42]2.